Dataset: the Open Reaction Database (ORD), a public repository of structured organic reaction records. Task: describe an organic reaction: reactants, conditions, products, and yield Reactants: C([O-])(O)=O.[Na+] (sodium bicarbonate), COC1=CC(=C(C=C1)O)N (4-methoxy-2-aminophenol), BrCC(=O)Br (Bromoacetylbromide). Solvent: C(Cl)(Cl)Cl (chloroform). Conditions: temperature 0 celsius. Product: BrCC(=O)NC1=C(C=CC(=C1)OC)O (2-bromo-N-[2-hydroxy-5-(methyloxy)phenyl]acetamide). The yield is 76.6%. As a reaction SMILES: [CH3:1][O:2][C:3]1[CH:8]=[CH:7][C:6]([OH:9])=[C:5]([NH2:10])[CH:4]=1.C(=O)(O)[O-].[Na+].[Br:16][CH2:17][C:18](Br)=[O:19]>C(Cl)(Cl)Cl>[Br:16][CH2:17][C:18]([NH:10][C:5]1[CH:4]=[C:3]([O:2][CH3:1])[CH:8]=[CH:7][C:6]=1[OH:9])=[O:19] |f:1.2|. Reported procedure: 4-methoxy-2-aminophenol (3.0 g, 17.1 mmol) was dissolved in 100 mL of chloroform. 62 mL of saturated sodium bicarbonate solution was added and the new bi-phase mixture was stirred vigorously and cooled to 0° C. using an ice bath. Bromoacetylbromide (3.42 mL, 39 mmol) was added drop-wise. Fifteen minutes later the solution was removed from the ice bath and maintained at room temperature for 1.5 hours. HPLC (Eclipse XDB-C18, 4.6×250 mm, 5 micron, 1-99% CH3CN/H2O with 0.1% trifluoroacetic acid) ind... Starting materials: Cc1cc(Cl)ccc1Br, CC(C)(C)P(C(C)(C)C)C(C)(C)C, O=C([O-])[O-], Cc1ccccc1, [Cs+], [Cs+], CC(C)(C)OC(=O)N1CCNCC1, O=C(C=Cc1ccccc1)C=Cc1ccccc1, O=C(C=Cc1ccccc1)C=Cc1ccccc1, O=C(C=Cc1ccccc1)C=Cc1ccccc1, [Pd], [Pd]. The product is Cc1cc(Cl)ccc1N1CCN(C(=O)OC(C)(C)C)CC1. Reaction SMILES: [Br:1][c:2]1[c:3]([CH3:9])[cH:4][c:5]([Cl:8])[cH:6][cH:7]1.[C:23]([P:24]([C:25]([CH3:26])([CH3:27])[CH3:28])[C:29]([CH3:30])([CH3:31])[CH3:32])([CH3:33])([CH3:34])[CH3:35].[C:36](=[O:37])([O-:38])[O-:39].[CH3:42][c:43]1[cH:44][cH:45][cH:46][cH:47][cH:48]1.[Cs+:40].[Cs+:41].[N:10]1([C:16](=[O:17])[O:18][C:19]([CH3:20])([CH3:21])[CH3:22])[CH2:11][CH2:12][NH:13][CH2:14][CH2:15]1.[O:51]=[C:52]([CH:53]=[CH:54][c:55]1[cH:56][cH:57][cH:58][cH:59][cH:60]1)[CH:61]=[CH:62][c:63]1[cH:64][cH:65][cH:66][cH:67][cH:68]1.[O:69]=[C:70]([CH:71]=[CH:72][c:73]1[cH:74][cH:75][cH:76][cH:77][cH:78]1)[CH:79]=[CH:80][c:81]1[cH:82][cH:83][cH:84][cH:85][cH:86]1.[O:87]=[C:88]([CH:89]=[CH:90][c:91]1[cH:92][cH:93][cH:94][cH:95][cH:96]1)[CH:97]=[CH:98][c:99]1[cH:100][cH:101][cH:102][cH:103][cH:104]1.[Pd:49].[Pd:50]>>[c:2]1([N:13]2[CH2:12][CH2:11][N:10]([C:16](=[O:17])[O:18][C:19]([CH3:20])([CH3:21])[CH3:22])[CH2:15][CH2:14]2)[c:3]([CH3:9])[cH:4][c:5]([Cl:8])[cH:6][cH:7]1. As a reaction SMILES: [CH3:24][N:25]([CH3:26])[CH:27]=[N:28][S:29](=[O:30])(=[O:31])[c:32]1[c:33](-[c:38]2[cH:39][cH:40][c:41]([CH2:44][Br:45])[cH:42][cH:43]2)[cH:34][cH:35][cH:36][cH:37]1.[K+:46].[K+:47].[O-:48][C:49]([O-:50])=[O:51].[O:53]=[CH:54][N:55]([CH3:56])[CH3:57].[OH2:52].[c:1]1(-[c:7]2[nH:8][c:9](-[c:18]3[cH:19][cH:20][cH:21][cH:22][cH:23]3)[c:10](-[c:12]3[cH:13][cH:14][cH:15][cH:16][cH:17]3)[n:11]2)[cH:2][cH:3][cH:4][cH:5][cH:6]1>>[c:1]1(-[c:7]2[n:8][c:9](-[c:18]3[cH:19][cH:20][cH:21][cH:22][cH:23]3)[c:10](-[c:12]3[cH:13][cH:14][cH:15][cH:16][cH:17]3)[n:11]2[CH2:44][c:41]2[cH:40][cH:39][c:38](-[c:33]3[c:32]([S:29]([N:28]=[CH:27][N:25]([CH3:24])[CH3:26])(=[O:30])=[O:31])[cH:37][cH:36][cH:35][cH:34]3)[cH:43][cH:42]2)[cH:2][cH:3][cH:4][cH:5][cH:6]1. The reactants are CN(C)C=NS(=O)(=O)c1ccccc1-c1ccc(CBr)cc1, [K+], [K+], O=C([O-])[O-], CN(C)C=O, O, c1ccc(-c2nc(-c3ccccc3)c(-c3ccccc3)[nH]2)cc1. The product is CN(C)C=NS(=O)(=O)c1ccccc1-c1ccc(Cn2c(-c3ccccc3)nc(-c3ccccc3)c2-c2ccccc2)cc1.